From a dataset of the Open Reaction Database (ORD), a public repository of structured organic reaction records. describe an organic reaction: reactants, conditions, products, and yield Reactants: IC1=CC(=C(N)C=C1)C(CC(C)C)C (4-Iodo-2-(1,3-dimethylbutyl)aniline), FC(C(F)(F)F)(F)I (pentafluoroethyl iodide). The reagents and catalysts are [Cu] (copper). Solvent: CS(=O)C (dimethyl sulfoxide). Run at temperature 130 celsius, time 4 hour. Product: CC(CC(C)C)C1=C(N)C=CC(=C1)C(C(F)(F)F)(F)F (2-(1,3-dimethylbutyl)-4-pentafluoroethylaniline). Yield: 94.4%. As a reaction SMILES: I[C:2]1[CH:8]=[CH:7][C:5]([NH2:6])=[C:4]([CH:9]([CH3:14])[CH2:10][CH:11]([CH3:13])[CH3:12])[CH:3]=1.[F:15][C:16](I)([F:21])[C:17]([F:20])([F:19])[F:18]>[Cu].CS(C)=O>[CH3:14][CH:9]([C:4]1[CH:3]=[C:2]([C:16]([F:21])([F:15])[C:17]([F:20])([F:19])[F:18])[CH:8]=[CH:7][C:5]=1[NH2:6])[CH2:10][CH:11]([CH3:13])[CH3:12]. Reported procedure: 4-Iodo-2-(1,3-dimethylbutyl)aniline (1.35 g, 4.45 mmol), copper powder (0.85 g, 13.4 mmol) and pentafluoroethyl iodide (1.42 g, 5.77 mmol) were added to dimethyl sulfoxide (10 ml), and the resulting mixture was stirred at 130° C. for 4 hours. The mixture was filtered through Celite and the filtrate was diluted with ethyl acetate and washed 4 times with water. The organic layer was dried over magnesium sulfate and then concentrated under reduced pressure to obtain 1.24 g of the desired compound. Starting materials: CS(=O)(=O)N (methanesulfonamide), N1(CCC1)S(=O)(=O)N (azetidine-1-sulfonamide), C12(CC3CC(CC(C1)C3)C2)COC2=CC(=C(C(=O)O)C=C2C2CC2)F (4-(adamantan-1-ylmethoxy)-5-cyclopropyl-2-fluorobenzoic acid), C12(CC3CC(CC(C1)C3)C2)COC2=CC(=C(C(=O)O)C=C2CC)F (4-(adamantan-1-ylmethoxy)-5-ethyl-2-fluorobenzoic acid). Yields the product C12(CC3CC(CC(C1)C3)C2)COC2=CC(=C(C(=O)NS(=O)(=O)N3CCC3)C=C2CC)F (4-(adamantan-1-ylmethoxy)-N-(azetidin-1-ylsulfonyl)-5-ethyl-2-fluorobenzamide), solid. Yield: 59.0%. As a reaction SMILES: [C:1]12([CH2:11][O:12][C:13]3[C:21]([CH:22]4C[CH2:23]4)=[CH:20][C:16]([C:17]([OH:19])=O)=[C:15]([F:25])[CH:14]=3)[CH2:10][CH:5]3[CH2:6][CH:7]([CH2:9][CH:3]([CH2:4]3)[CH2:2]1)[CH2:8]2.C12(COC3C(CC)=CC(C(O)=O)=C(F)C=3)CC3CC(CC(C3)C1)C2.CS(N)(=O)=O.[N:55]1([S:59]([NH2:62])(=[O:61])=[O:60])[CH2:58][CH2:57][CH2:56]1>>[C:1]12([CH2:11][O:12][C:13]3[C:21]([CH2:22][CH3:23])=[CH:20][C:16]([C:17]([NH:62][S:59]([N:55]4[CH2:58][CH2:57][CH2:56]4)(=[O:61])=[O:60])=[O:19])=[C:15]([F:25])[CH:14]=3)[CH2:8][CH:7]3[CH2:9][CH:3]([CH2:4][CH:5]([CH2:6]3)[CH2:10]1)[CH2:2]2. Procedure details: Following the procedure as described in Example 50 step 5 and making variations as required to replace 4-(adamantan-1-ylmethoxy)-5-cyclopropyl-2-fluorobenzoic acid with 4-(adamantan-1-ylmethoxy)-5-ethyl-2-fluorobenzoic acid and methanesulfonamide with azetidine-1-sulfonamide, the title compound was obtained as colorless solid (0.16 g, 59%): 1H NMR (300 MHz, DMSO-d6) 11.60 (s, 1H), 7.46 (d, J=8.5 Hz, 1H), 6.94 (d, J=13.0 Hz, 1H), 4.08-4.01 (m, 4H), 3.62 (s, 2H), 2.59 (q, J=7.5 Hz, 2H), 2.22-2.12 ... Starting materials: C(C)(C)(C)[C@H]1CC[C@H](CC1)NC1=NC=NC(=C1I)CC (4-(cis-4-tert-Butylcyclohexylamino)-6-ethyl-5-iodopyrimidine), [Cu]C#N (copper(I) cyanide). Solvent: O.ClCCl (water dichloromethane). Yields the product C(C)(C)(C)[C@H]1CC[C@H](CC1)NC1=NC=NC(=C1C#N)CC (4-(cis-4-tert-Butylcyclohexylamino)-5-cyano-6-ethylpyrimidine). Reaction SMILES: [C:1]([C@@H:5]1[CH2:10][CH2:9][C@H:8]([NH:11][C:12]2[C:17](I)=[C:16]([CH2:19][CH3:20])[N:15]=[CH:14][N:13]=2)[CH2:7][CH2:6]1)([CH3:4])([CH3:3])[CH3:2].[Cu][C:22]#[N:23]>O.ClCCl>[C:1]([C@@H:5]1[CH2:10][CH2:9][C@H:8]([NH:11][C:12]2[C:17]([C:22]#[N:23])=[C:16]([CH2:19][CH3:20])[N:15]=[CH:14][N:13]=2)[CH2:7][CH2:6]1)([CH3:4])([CH3:3])[CH3:2] |f:2.3|. Procedure: 1.8 g (5 mmol) of 4-(cis-4-tert-butylcyclohexylamino)-6-ethyl-5-iodopyrimidine (Example 1) and 1.0 g of copper(I) cyanide were stirred at 200° C. for 30 minutes without solvent. After cooling, the mixture was taken up in water/dichloromethane, the organic phase was again extracted by stirring with aqueous ammonia solution, and the extract was dried and concentrated. The crude product was purified by chromatography on silica gel using petroleum ether/ethyl acetate (7:3), to give 750 mg (52.4% of ... Starting materials: [Si](C)(C)(C(C)(C)C)OCC1CN(CCC1)C=1C=CC(=C(C(=O)NC=2C(=C(C(=O)OC)C=CC2C)C)C1)C (methyl 3-[[5-[3-[[tert-butyl(dimethyl)silyl]oxymethyl]-1-piperidyl]-2-methyl-benzoyl]amino]-2,4-dimethyl-benzoate), [N+](CCCC)(CCCC)(CCCC)CCCC.[F-] (Bu4NF). Run in ice water, C1CCOC1 (THF), C1CCOC1 (THF). Reaction conditions: time 1 hour. Product: OCC1CN(CCC1)C=1C=CC(=C(C(=O)NC=2C(=C(C(=O)OC)C=CC2C)C)C1)C (methyl 3-[[5-[3-(hydroxymethyl)-1-piperidyl]-2-methyl-benzoyl]amino]-2,4-dimethyl-benzoate). Yield: 85.5%. As a reaction SMILES: [Si]([O:8][CH2:9][CH:10]1[CH2:15][CH2:14][CH2:13][N:12]([C:16]2[CH:17]=[CH:18][C:19]([CH3:37])=[C:20]([CH:36]=2)[C:21]([NH:23][C:24]2[C:25]([CH3:35])=[C:26]([CH:31]=[CH:32][C:33]=2[CH3:34])[C:27]([O:29][CH3:30])=[O:28])=[O:22])[CH2:11]1)(C(C)(C)C)(C)C.[N+](CCCC)(CCCC)(CCCC)CCCC.[F-]>C1COCC1>[OH:8][CH2:9][CH:10]1[CH2:15][CH2:14][CH2:13][N:12]([C:16]2[CH:17]=[CH:18][C:19]([CH3:37])=[C:20]([CH:36]=2)[C:21]([NH:23][C:24]2[C:25]([CH3:35])=[C:26]([CH:31]=[CH:32][C:33]=2[CH3:34])[C:27]([O:29][CH3:30])=[O:28])=[O:22])[CH2:11]1 |f:1.2|. Procedure details: To a solution of methyl 3-[[5-[3-[[tert-butyl(dimethyl)silyl]oxymethyl]-1-piperidyl]-2-methyl-benzoyl]amino]-2,4-dimethyl-benzoate (0.60 g, 1.14 mmol) in THF (15 ml) is added Bu4NF 1.0 M in THF (0.596 g, 2.28 mmol) at 0° C. The reaction mixture is gradually warmed to ambient temperature. After 1 hour, the reaction mixture is diluted with ice-water and extracted with ethyl acetate. The organic layers are combined, dried over sodium sulfate, filtered, and concentrated under reduced pressure to giv... Starting materials: C(C(C)C)C1=NC=C(C(=N1)C(=O)O)NC=1C=NC=NC1 (2-isobutyl-5-(pyrimidin-5-ylamino)-pyrimidine-4-carboxylic acid), CNC(=O)C=1N(N=CC1N)C (4-amino-2-methyl-2H-pyrazole-3-carboxylic acid methylamide). Product: CN1N=CC(=C1C(NC)=O)NC(=O)C1=NC(=NC=C1NC=1C=NC=NC1)CC(C)C (2-Isobutyl-5-(pyrimidin-5-ylamino)-pyrimidine-4-carboxylic acid (1-methyl-5-methylcarbamoyl-1H-pyrazol-4-yl)-amide). Reaction SMILES: [CH2:1]([C:5]1[N:10]=[C:9]([C:11]([OH:13])=O)[C:8]([NH:14][C:15]2[CH:16]=[N:17][CH:18]=[N:19][CH:20]=2)=[CH:7][N:6]=1)[CH:2]([CH3:4])[CH3:3].[CH3:21][NH:22][C:23]([C:25]1[N:26]([CH3:31])[N:27]=[CH:28][C:29]=1[NH2:30])=[O:24]>>[CH3:31][N:26]1[C:25]([C:23](=[O:24])[NH:22][CH3:21])=[C:29]([NH:30][C:11]([C:9]2[C:8]([NH:14][C:15]3[CH:16]=[N:17][CH:18]=[N:19][CH:20]=3)=[CH:7][N:6]=[C:5]([CH2:1][CH:2]([CH3:3])[CH3:4])[N:10]=2)=[O:13])[CH:28]=[N:27]1. Reported procedure: The product was obtained starting from 2-isobutyl-5-(pyrimidin-5-ylamino)-pyrimidine-4-carboxylic acid (60 mg, 0.22 mmol; example 331, step 1) and 4-amino-2-methyl-2H-pyrazole-3-carboxylic acid methylamide (44 mg, 0.28 mmol) according to the method described in example 64, step 6 after purification by preparative HPLC using an acetonitrile/water gradient as yellow solid (42 mg, 47%). Starting materials: O=C([O-])[O-], Cc1ncc[nH]1, CN1CCCC1=O, COC(=O)CCc1oc(Cl)nc1-c1ccc(C(F)(F)F)cc1, [K+], [K+], O. Product: COC(=O)CCc1oc(-n2ccnc2C)nc1-c1ccc(C(F)(F)F)cc1. Reaction SMILES: [C:29](=[O:30])([O-:31])[O-:32].[CH3:23][c:24]1[nH:25][cH:26][cH:27][n:28]1.[CH3:35][N:36]1[CH2:37][CH2:38][CH2:39][C:40]1=[O:41].[Cl:1][c:2]1[o:3][c:4]([CH2:17][CH2:18][C:19](=[O:20])[O:21][CH3:22])[c:5](-[c:7]2[cH:8][cH:9][c:10]([C:13]([F:14])([F:15])[F:16])[cH:11][cH:12]2)[n:6]1.[K+:33].[K+:34].[OH2:42]>>[c:2]1(-[n:25]2[c:24]([CH3:23])[n:28][cH:27][cH:26]2)[o:3][c:4]([CH2:17][CH2:18][C:19](=[O:20])[O:21][CH3:22])[c:5](-[c:7]2[cH:8][cH:9][c:10]([C:13]([F:14])([F:15])[F:16])[cH:11][cH:12]2)[n:6]1. Reactants: Brc1ccc(C2OCCO2)cc1, [Li]C(C)(C)C, CO, CCOCC, ClP(C1CCCCC1)C1CCCCC1. The product is c1cc(P(C2CCCCC2)C2CCCCC2)ccc1C1OCCO1. As a reaction SMILES: [Br:1][c:2]1[cH:3][cH:4][c:5]([CH:8]2[O:9][CH2:10][CH2:11][O:12]2)[cH:6][cH:7]1.[C:13]([Li:14])([CH3:15])([CH3:16])[CH3:17].[CH3:32][OH:33].[CH3:34][CH2:35][O:36][CH2:37][CH3:38].[Cl:18][P:19]([CH:20]1[CH2:21][CH2:22][CH2:23][CH2:24][CH2:25]1)[CH:26]1[CH2:27][CH2:28][CH2:29][CH2:30][CH2:31]1>>[c:2]1([P:19]([CH:20]2[CH2:21][CH2:22][CH2:23][CH2:24][CH2:25]2)[CH:26]2[CH2:27][CH2:28][CH2:29][CH2:30][CH2:31]2)[cH:3][cH:4][c:5]([CH:8]2[O:9][CH2:10][CH2:11][O:12]2)[cH:6][cH:7]1.